Dataset: the Open Reaction Database (ORD), a public repository of structured organic reaction records. Task: describe an organic reaction: reactants, conditions, products, and yield Reactants: NCCNCCNCCN (triethylenetetramine), C(CCCCCCC\C=C/CCCCCCCC)(=O)Cl (oleoyl chloride). Run in ClCCl (dichloromethane), ClCCl (dichloromethane). Conditions: temperature 5 celsius, time 30 minute. Product: Cl (hydrogen chloride), Cl.NCCNCCNCCN (triethylenetetramine HCl). Reaction SMILES: [NH2:1][CH2:2][CH2:3][NH:4][CH2:5][CH2:6][NH:7][CH2:8][CH2:9][NH2:10].C([Cl:30])(=O)CCCCCCC/C=C\CCCCCCCC>ClCCl>[ClH:30].[ClH:30].[NH2:1][CH2:2][CH2:3][NH:4][CH2:5][CH2:6][NH:7][CH2:8][CH2:9][NH2:10] |f:4.5|. Reported procedure: 1.12 g (7.5 mmol) of triethylenetetramine was added to 25 mL of dichloromethane and dissolved with stirring in an ice water bath at 5° C. for 30 minutes. To the solution, a solution of 2.00 g (6.0 mmol) of oleoyl chloride in 20 mL of dichloromethane in a separate reactor was added slowly dropwise while it was allowed to react at 5° C. for 3 hours. Due to hydrogen chloride produced during the reaction, unreacted triethylenetetramine HCl was precipitated. Before the end of the reaction, the upper ... Isolated yield 53.0%. Run at time 1 hour. The reactants are resultant mixture, C1CO1 (Ethylene oxide), NC1=C(C(=O)OCC)C=CC=C1 (ethyl 2-aminobenzoate), suspension, C(C)(=O)O (acetic acid). As a reaction SMILES: [CH2:1]1[O:3][CH2:2]1.[NH2:4][C:5]1[CH:15]=[CH:14][CH:13]=[CH:12][C:6]=1[C:7]([O:9][CH2:10][CH3:11])=[O:8].[C:16](O)(=[O:18])[CH3:17]>>[OH:18][CH2:16][CH2:17][N:4]([C:5]1[CH:15]=[CH:14][CH:13]=[CH:12][C:6]=1[C:7]([O:9][CH2:10][CH3:11])=[O:8])[CH2:2][CH2:1][OH:3]. Product: OCCN(CCO)C1=C(C(=O)OCC)C=CC=C1 (Ethyl 2-[N,N-bis(2-hydroxyethyl)amino]benzoate). Procedure details: Ethylene oxide (12 ml; 242 mmol) was added dropwise under ice cooling to a solution of 4.1 g (25 mmol) of ethyl 2-aminobenzoate in 25 ml of a 30% suspension of acetic acid, followed by stirring for 1 hour. After the resultant mixture was stirred at room temperature for 2 nights, the mixture was stirred for 2 hours while bubbling nitrogen gas therethrough. Sodium hydrogencarbonate was added to the mixture to neutralized the same. Sodium chloride was then added until saturation, followed by extrac... Procedure: To a solution of 1-{(2R)-2-(cyclopentylmethyl)-4-[(1,1-dimethylethyl)oxy]-4-oxobutanoyl}-4,5-dihydro-1H-pyrazole-5-carboxylic acid (352 mg, 1.0 mmol) in acetonitrile (10 mL) at 0° C. was added 4-[4,6-bis(methyloxy)-1,3,5-triazin-2-yl]-4-methylmorpholin-4-ium (656 mg, 2.0 mmol) and N-methylmorpholine (0.29 mL, 2.6 mmol). The reaction was stirred for 2 hours at 0° C. Aniline (93 mg, 1.0 mmol) was added to the reaction, which was allowed to warm to room temperature and stirred for 3 hours. The solv... Conditions: temperature 0 celsius, time 2 hour. The solvent is C(C)#N (acetonitrile). Starting materials: C1(CCCC1)C[C@@H](C(=O)N1N=CCC1C(=O)O)CC(=O)OC(C)(C)C (1-{(2R)-2-(cyclopentylmethyl)-4-[(1,1-dimethylethyl)oxy]-4-oxobutanoyl}-4,5-dihydro-1H-pyrazole-5-carboxylic acid), COC1=NC(=NC(=N1)OC)[N+]1(CCOCC1)C (4-[4,6-bis(methyloxy)-1,3,5-triazin-2-yl]-4-methylmorpholin-4-ium), CN1CCOCC1 (N-methylmorpholine), NC1=CC=CC=C1 (Aniline). RXN SMILES: [CH:1]1([CH2:6][C@H:7]([CH2:18][C:19]([O:21][C:22]([CH3:25])([CH3:24])[CH3:23])=[O:20])[C:8]([N:10]2[CH:14]([C:15](O)=[O:16])[CH2:13][CH:12]=[N:11]2)=[O:9])[CH2:5][CH2:4][CH2:3][CH2:2]1.COC1N=C(OC)N=C([N+]2(C)CCOCC2)N=1.CN1CCOCC1.[NH2:50][C:51]1[CH:56]=[CH:55][CH:54]=[CH:53][CH:52]=1>C(#N)C>[CH:1]1([CH2:6][C@@H:7]([C:8](=[O:9])[N:10]2[CH:14]([C:15]([NH:50][C:51]3[CH:56]=[CH:55][CH:54]=[CH:53][CH:52]=3)=[O:16])[CH2:13][CH:12]=[N:11]2)[CH2:18][C:19]([O:21][C:22]([CH3:23])([CH3:24])[CH3:25])=[O:20])[CH2:5][CH2:4][CH2:3][CH2:2]1. Isolated yield 90.0%. Yields the product C1(CCCC1)C[C@H](CC(=O)OC(C)(C)C)C(N1N=CCC1C(=O)NC1=CC=CC=C1)=O (1,1-dimethylethyl (3R)-3-(cyclopentylmethyl)-4-oxo-4-{5-[(phenylamino)carbonyl]-4,5-dihydro-1H-pyrazol-1-yl}butanoate). Starting materials: [Si](C)(C)(C(C)(C)C)OCC1=CC(=C(C=C1)C1=CC=C(C=C1)C(=O)OC)OC (methyl 4′-(((tert-butyl(dimethyl)silyl)oxy)methyl)-2′-methoxy-1,1′-biphenyl-4-carboxylate), [Li+].[OH-] (LiOH), [N+](=O)([O-])C=1C=C(C=CC1NCCSC1=CC=CC=C1)S(=O)(=O)N (3-nitro-4-((2-(phenylsulfanyl)ethyl)amino)benzenesulfonamide), CCN=C=NCCCN(C)C (EDCI). Reagents/catalysts: CN(C)C=1C=CN=CC1 (DMAP). Solvent: C(C)(=O)OCC (ethyl acetate), C1CCOC1 (THF). Run at time 3 hour. The product is OCC1=CC(=C(C=C1)C1=CC=C(C=C1)C(=O)NS(=O)(=O)C1=CC(=C(C=C1)NCCSC1=CC=CC=C1)[N+](=O)[O-])OC (N-((4′-(hydroxymethyl)-2′-methoxy-1,1′-biphenyl-4-yl)carbonyl)-3-nitro-4-((2-(phenylthio)ethyl)amino)benzenesulfonamide). Reaction SMILES: [Si]([O:8][CH2:9][C:10]1[CH:15]=[CH:14][C:13]([C:16]2[CH:21]=[CH:20][C:19]([C:22]([O:24]C)=O)=[CH:18][CH:17]=2)=[C:12]([O:26][CH3:27])[CH:11]=1)(C(C)(C)C)(C)C.[Li+].[OH-].[N+:30]([C:33]1[CH:34]=[C:35]([S:49]([NH2:52])(=[O:51])=[O:50])[CH:36]=[CH:37][C:38]=1[NH:39][CH2:40][CH2:41][S:42][C:43]1[CH:48]=[CH:47][CH:46]=[CH:45][CH:44]=1)([O-:32])=[O:31].CCN=C=NCCCN(C)C>C1COCC1.CN(C1C=CN=CC=1)C.C(OCC)(=O)C>[OH:8][CH2:9][C:10]1[CH:15]=[CH:14][C:13]([C:16]2[CH:17]=[CH:18][C:19]([C:22]([NH:52][S:49]([C:35]3[CH:36]=[CH:37][C:38]([NH:39][CH2:40][CH2:41][S:42][C:43]4[CH:48]=[CH:47][CH:46]=[CH:45][CH:44]=4)=[C:33]([N+:30]([O-:32])=[O:31])[CH:34]=3)(=[O:50])=[O:51])=[O:24])=[CH:20][CH:21]=2)=[C:12]([O:26][CH3:27])[CH:11]=1 |f:1.2|. Reported procedure: A mixture of Example 438A (0.50 mmol) and 1M LiOH (0.60 mL) in THF (2 mL) was heated to 50° C., stirred for 3 hours, concentrated, dissolved in DMF (5 mL), and treated with a mixture of Example 77B (211 mg, 0.60 mmol), EDCI (193 mg, 1.0 mmol), and DMAP (50 mg). The mixture was stirred for 16 hours, treated with 1M HF (3 mL), stirred for 3 hours, diluted with ethyl acetate (100 mL), washed sequentially with 1M HCl (10 mL), water (20 mL), and brine (10 mL), dried (MgSO4), filtered, and concentrate... Starting materials: ClC1=C(OC=2C=CC(=C(C2)O)SC)C=CC(=C1)C(F)(F)F (5-(2-Chloro-4-trifluoromethylphenoxy)-2-(methylthio)phenol), C([O-])([O-])=O.[K+].[K+] (potassium carbonate), BrC(C(=O)OCC)C (ethyl 2-bromopropionate), CS(=O)C (dimethylsulfoxide). Solvent: O (water). Run at time 7 hour. Product: ClC1=C(OC=2C=CC(=C(SC(C(=O)OCC)C)C2)C)C=CC(=C1)C(F)(F)F (ethyl 2-[5-(2-chloro-4-trifluoromethylphenoxy)-2-methylthiophenoxy]propionate). As a reaction SMILES: [Cl:1][C:2]1[CH:17]=[C:16]([C:18]([F:21])([F:20])[F:19])[CH:15]=[CH:14][C:3]=1[O:4][C:5]1[CH:6]=[CH:7][C:8](SC)=[C:9](O)[CH:10]=1.C(=O)([O-])[O-].[K+].[K+].Br[CH:29]([CH3:35])[C:30]([O:32][CH2:33][CH3:34])=[O:31].C[S:37]([CH3:39])=O>O>[Cl:1][C:2]1[CH:17]=[C:16]([C:18]([F:19])([F:21])[F:20])[CH:15]=[CH:14][C:3]=1[O:4][C:5]1[CH:10]=[CH:9][C:8]([CH3:7])=[C:39]([CH:6]=1)[S:37][CH:29]([CH3:35])[C:30]([O:32][CH2:33][CH3:34])=[O:31] |f:1.2.3|. Reported procedure: 5-(2-Chloro-4-trifluoromethylphenoxy)-2-(methylthio)phenol (9.5 grams; 0.0296 mole), potassium carbonate (16.56 grams; 0.12 mole) ethyl 2-bromopropionate (7.79 ml; 0.06 mole) and dimethylsulfoxide (150 ml) were charged into a glass reaction vessel equipped with a mechanical stirrer. The mixture was stirred at room temperature for a period of about 7 hours. After this time the reaction mixture poured into 600 ml of water. The resulting mixture was then extracted three times with 100 ml portions o... The reactants are [N+](=O)([O-])C1=CC2=C(CCC=CC2=O)C=C1 (3-nitro-8,9-dihydro [5H] benzocycloheptene-5-one), CNC (dimethylamine), Cl (hydrogen chloride). Solvent: C(C)(=O)OCC (ethyl acetate), C(C)(=O)OCC (ethyl acetate). Yields the product Cl.[N+](=O)([O-])C=1C=CC2=C(C=CC(CC2)N(C)C)C1 (2-nitro-7-dimethylamino-6,7-dihydro [5H] benzocycloheptene hydrochloride). Reaction SMILES: [N+:1]([C:4]1[CH:15]=[CH:14][C:7]2[CH2:8][CH2:9][CH:10]=[CH:11][C:12](=O)[C:6]=2[CH:5]=1)([O-:3])=[O:2].[CH3:16][NH:17][CH3:18].[ClH:19]>C(OCC)(=O)C>[ClH:19].[N+:1]([C:4]1[CH:15]=[CH:14][C:7]2[CH2:8][CH2:9][CH:10]([N:17]([CH3:18])[CH3:16])[CH:11]=[CH:12][C:6]=2[CH:5]=1)([O-:3])=[O:2] |f:4.5|. Procedure details: Using the procedure of Example 1, 3-nitro-8,9-dihydro [5H] benzocycloheptene-5-one and dimethylamine were reacted to obtain a non-salified product which was treated in ethyl acetate with a solution of ethyl acetate saturated with gaseous hydrogen chloride to obtain a product which was crystallized from isopropanol to obtain 2-nitro-7-dimethylamino-6,7-dihydro [5H] benzocycloheptene hydrochloride melting at 202° C. Starting materials: COC1=CC=C(C=C1)S(=O)(=O)N[C@@H](CCC(=O)O)C(=O)O ((4-methoxyphenyl)sulfonyl-glutamic acid), C=1C=CC(=CC1)C2CN3CCSC3=N2 (tetramisole). The solvent is CC(C)=O (2-propanone), O (water). The product is C=1C=CC(=CC1)[C@H]2CN3CCSC3=N2 (levamisole). Yield: 125.1%. RXN SMILES: COC1C=CC(S(N[C@H](C(O)=O)CCC(O)=O)(=O)=O)=CC=1.[CH:22]1[CH:23]=[CH:24][C:25]([CH:28]2[N:35]=[C:34]3[N:30]([CH2:31][CH2:32][S:33]3)[CH2:29]2)=[CH:26][CH:27]=1>CC(=O)C.O>[CH:22]1[CH:27]=[CH:26][C:25]([C@@H:28]2[N:35]=[C:34]3[N:30]([CH2:31][CH2:32][S:33]3)[CH2:29]2)=[CH:24][CH:23]=1. Procedure: A suspension of 31.73 g of L-N-[(4-methoxyphenyl)sulfonyl-glutamic acid (0.1 mol) in 400 ml of 2-propanone and 20 ml of water was stirred and heated till all solid entered solution. Then there were added 20.43 g of tetramisole. The whole was stirred and heated to reflux and additionally stirred at reflux for 10 minutes. The mixture was further stirred for 4 hours while the temperature was allowed to reach room temperature. The precipitate was filtered off, washed with 100 ml of 2-propanone and 5...